This data is from the Open Reaction Database (ORD), a public repository of structured organic reaction records. The task is: describe an organic reaction: reactants, conditions, products, and yield Reactants: OCC=1C=CC(=NC1)NC(OC(C)(C)C)=O (tert-butyl 5-(hydroxymethyl)pyridin-2-ylcarbamate), C(C)(C)N(CC)C(C)C (diisopropylethylamine), CS(=O)(=O)Cl (methanesulfonyl chloride). The solvent is C1CCOC1 (THF). Run at time 12 hour. The product is ClCC=1C=CC(=NC1)NC(OC(C)(C)C)=O (tert-butyl 5-(chloromethyl)pyridin-2-ylcarbamate). The yield is 32.6%. Reaction SMILES: O[CH2:2][C:3]1[CH:4]=[CH:5][C:6]([NH:9][C:10](=[O:16])[O:11][C:12]([CH3:15])([CH3:14])[CH3:13])=[N:7][CH:8]=1.C(N(C(C)C)CC)(C)C.CS([Cl:30])(=O)=O>C1COCC1>[Cl:30][CH2:2][C:3]1[CH:4]=[CH:5][C:6]([NH:9][C:10](=[O:16])[O:11][C:12]([CH3:15])([CH3:14])[CH3:13])=[N:7][CH:8]=1. Reported procedure: To a solution of tert-butyl 5-(hydroxymethyl)pyridin-2-ylcarbamate 116 (85.0 g, 379 mmol) and diisopropylethylamine (296 g, 2.27 mol) in THF (850 mL) was added methanesulfonyl chloride (130 g, 1.14 mol) over a period of 30 min at 0° C. The mixture was stirred for 12 h at room temperature then washed with H2O (2×100 mL) and dried over Na2SO4. The mixture was concentrated and the crude residue was purified by flash chromatography (petroleum ether: ethyl acetate=10:1) to give 117 (30 g, 63% yield). Reactants: O=C([O-])[O-], CS(=O)(=O)OCCc1ccc(OS(C)(=O)=O)cc1, CC#N, [K+], [K+], O=Cc1ccc(O)cc1. The product is CS(=O)(=O)Oc1ccc(CCOc2ccc(C=O)cc2)cc1. RXN SMILES: [C:28](=[O:29])([O-:30])[O-:31].[CH3:1][S:2](=[O:3])(=[O:4])[O:5][CH2:6][CH2:7][c:8]1[cH:9][cH:10][c:11]([O:14][S:15](=[O:16])(=[O:17])[CH3:18])[cH:12][cH:13]1.[CH3:34][C:35]#[N:36].[K+:32].[K+:33].[OH:19][c:20]1[cH:21][cH:22][c:23]([CH:24]=[O:25])[cH:26][cH:27]1>>[O:5]([CH2:6][CH2:7][c:8]1[cH:9][cH:10][c:11]([O:14][S:15](=[O:16])(=[O:17])[CH3:18])[cH:12][cH:13]1)[c:20]1[cH:21][cH:22][c:23]([CH:24]=[O:25])[cH:26][cH:27]1.